From a dataset of the Open Reaction Database (ORD), a public repository of structured organic reaction records. describe an organic reaction: reactants, conditions, products, and yield The reactants are NCCCN1CCC(CC1)C=1C=C(C=CC1)NC(C(C)C)=O (N-{3-[1-(3-aminopropyl)-4-piperidinyl]phenyl}-2-methylpropanamide), FC1=C(C=CC=C1)S(=O)(=O)Cl (2-fluorobenzenesulfonyl chloride). The solvent is C1CCOC1 (THF). The product is FC1=C(C=CC=C1)S(=O)(=O)NCCCN1CCC(CC1)C=1C=C(C=CC1)NC(C(C)C)=O (N-{3-[1-(3-{[(2-FLUOROPHENYL)SULFONYL]AMINO}PROPYL)-4-PIPERIDINYL]PHENYL}-2-METHYLPROPANAMIDE). RXN SMILES: [NH2:1][CH2:2][CH2:3][CH2:4][N:5]1[CH2:10][CH2:9][CH:8]([C:11]2[CH:12]=[C:13]([NH:17][C:18](=[O:22])[CH:19]([CH3:21])[CH3:20])[CH:14]=[CH:15][CH:16]=2)[CH2:7][CH2:6]1.[F:23][C:24]1[CH:29]=[CH:28][CH:27]=[CH:26][C:25]=1[S:30](Cl)(=[O:32])=[O:31]>C1COCC1>[F:23][C:24]1[CH:29]=[CH:28][CH:27]=[CH:26][C:25]=1[S:30]([NH:1][CH2:2][CH2:3][CH2:4][N:5]1[CH2:10][CH2:9][CH:8]([C:11]2[CH:12]=[C:13]([NH:17][C:18](=[O:22])[CH:19]([CH3:20])[CH3:21])[CH:14]=[CH:15][CH:16]=2)[CH2:7][CH2:6]1)(=[O:32])=[O:31]. Procedure details: Prepared by Procedure Q1 (THF) and Scheme AT using N-{3-[1-(3-aminopropyl)-4-piperidinyl]phenyl}-2-methylpropanamide and 2-fluorobenzenesulfonyl chloride: ESMS m/e: 462.2 (M+H)+. Starting materials: IC1=CC=C(C=C1)\C(=C/CO)\C1=CC(=CC=C1)C(F)(F)F ((E)-3-(4-iodophenyl)-3-(3-trifluoromethylphenyl)prop-2-en-1-ol), CC1=C(OCC(=O)O)C=CC(=C1)OC\C=C(/C1=CC=CC=C1)\C1=CC=C(C=C1)C#CCN1CCOCC1 ((E)-[2-Methyl-4-[3-[4-[3-(morpholin-4-yl)propynyl]phenyl]-3-phenylallyloxy]phenoxy]acetic Acid), C1(=CC=CC=C1)P(C1=CC=CC=C1)C1=CC=CC=C1 (triphenylphosphine), N(=NC(=O)OC(C)C)C(=O)OC(C)C (diisopropyl azodicarboxylate). The solvent is C1(=CC=CC=C1)C (toluene), O1CCCC1 (tetrahydrofuran), O1CCCC1 (tetrahydrofuran). Reaction conditions: temperature 0 celsius, time 20 hour. The product is IC1=CC=C(C=C1)\C(=C/COC1=CC(=C(OCC(=O)OC)C=C1)C)\C1=CC(=CC=C1)C(F)(F)F (methyl (E)-[4-[3-(4-iodophenyl)-3-(3-trifluoromethylphenyl)allyloxy]-2-methylphenoxy]acetate). As a reaction SMILES: [I:1][C:2]1[CH:7]=[CH:6][C:5](/[C:8](/[C:12]2[CH:17]=[CH:16][CH:15]=[C:14]([C:18]([F:21])([F:20])[F:19])[CH:13]=2)=[CH:9]\[CH2:10][OH:11])=[CH:4][CH:3]=1.[CH3:22][C:23]1[CH:33]=[C:32](OC/C=C(/C2C=CC(C#CCN3CCOCC3)=CC=2)\C2C=CC=CC=2)[CH:31]=[CH:30][C:24]=1[O:25][CH2:26][C:27]([OH:29])=[O:28].[C:59]1(P(C2C=CC=CC=2)C2C=CC=CC=2)C=CC=CC=1.N(C(OC(C)C)=O)=NC(OC(C)C)=O>C1(C)C=CC=CC=1.O1CCCC1>[I:1][C:2]1[CH:7]=[CH:6][C:5](/[C:8](/[C:12]2[CH:17]=[CH:16][CH:15]=[C:14]([C:18]([F:19])([F:20])[F:21])[CH:13]=2)=[CH:9]\[CH2:10][O:11][C:32]2[CH:31]=[CH:30][C:24]([O:25][CH2:26][C:27]([O:29][CH3:59])=[O:28])=[C:23]([CH3:22])[CH:33]=2)=[CH:4][CH:3]=1. Reported procedure: The above allyl alcohol (2.0 g, 4.94 mmol), methyl (4-hydroxy-2-methylphenoxy)acetate (1.08 g, 5.54 mmol; example 2) and triphenylphosphine (1.50 g, 6.02 mmol) were dissolved in a mixture of anhydrous toluene (40 mL) and tetrahydrofuran (20 mL). The mixture was cooled to 0° C., kept under argon and a degassed solution of diisopropyl azodicarboxylate (1.15 mL, 5.82 mmol) in anhydrous tetrahydrofuran (10 mL) was added dropwise during 10 min. The reaction mixture was allowed to warm up to ambient t... Reactants: C(C)(C)N(CC)C(C)C (diisopropylethylamine), C1(=CC=CC=C1)C(N1CC(C1)N=[N+]=[N-])C1=CC=CC=C1 (1-(diphenylmethyl)-3-azidoazetidine), raw materials, ClC1=C(C(=CC=C1F)Cl)C(C)OC=1C(=NC=C(C1)C#C)N (3-(1-(2,6-dichloro-3-fluorophenyl)ethoxy)-5-ethynyl-2-aminopyridine). The reagents and catalysts are [Cu](I)I (copper iodide). Run in CO (methanol). Reaction conditions: time 8 hour. Product: ClC1=C(C(=CC=C1F)Cl)C(C)OC=1C(=NC=C(C1)C=1N=NN(C1)C1CN(C1)C(C1=CC=CC=C1)C1=CC=CC=C1)N (3-(1-(2,6-dichloro-3-fluorophenyl)ethoxy)-5-(1-(1-(diphenylmethyl)azetidin-3-yl)-1H-1,2,3-triazol-4-yl)-2-aminopyridine). RXN SMILES: [Cl:1][C:2]1[C:7]([F:8])=[CH:6][CH:5]=[C:4]([Cl:9])[C:3]=1[CH:10]([O:12][C:13]1[C:14]([NH2:21])=[N:15][CH:16]=[C:17]([C:19]#[CH:20])[CH:18]=1)[CH3:11].C(N(C(C)C)CC)(C)C.[C:31]1([CH:37]([C:45]2[CH:50]=[CH:49][CH:48]=[CH:47][CH:46]=2)[N:38]2[CH2:41][CH:40]([N:42]=[N+:43]=[N-:44])[CH2:39]2)[CH:36]=[CH:35][CH:34]=[CH:33][CH:32]=1>CO.[Cu](I)I>[Cl:1][C:2]1[C:7]([F:8])=[CH:6][CH:5]=[C:4]([Cl:9])[C:3]=1[CH:10]([O:12][C:13]1[C:14]([NH2:21])=[N:15][CH:16]=[C:17]([C:19]2[N:44]=[N:43][N:42]([CH:40]3[CH2:41][N:38]([CH:37]([C:31]4[CH:36]=[CH:35][CH:34]=[CH:33][CH:32]=4)[C:45]4[CH:50]=[CH:49][CH:48]=[CH:47][CH:46]=4)[CH2:39]3)[CH:20]=2)[CH:18]=1)[CH3:11]. Procedure details: The compound 3-(1-(2,6-dichloro-3-fluorophenyl)ethoxy)-5-ethynyl-2-aminopyridine (4.2 g, 12.62 mmol) was dissolved in methanol (40 mL), and diisopropylethylamine (8.36 g, 64.78 mmol), copper iodide (62 mg, 0.33 mmol) and 1-(diphenylmethyl)-3-azidoazetidine (3.34 g, 12.62 mmol) were added successively. The reaction was stirred overnight at room temperature. TLC test showed that the raw materials were completely reacted. The resultant mixture was concentrated under reduced pressure; Reactants: COCC1C(=O)OC1CCCCC(C)CC(C)=CC(C)=CC(=O)OC, CC(=O)O, O=[O+][O-], [Zn]. Yields the product COCC1C(=O)OC1CCCCC(C)CC(C)=O. As a reaction SMILES: [CH3:1][O:2][CH2:3][CH:4]1[CH:5]([CH2:9][CH2:10][CH2:11][CH2:12][CH:13]([CH2:14][C:15](=[CH:16][C:18]([CH3:19])=[CH:20][C:21]([O:22][CH3:23])=[O:24])[CH3:17])[CH3:25])[O:6][C:7]1=[O:8].[CH3:30][C:31](=[O:32])[OH:33].[O-:26][O+:27]=[O:28].[Zn:29]>>[CH3:1][O:2][CH2:3][CH:4]1[CH:5]([CH2:9][CH2:10][CH2:11][CH2:12][CH:13]([CH2:14][C:15]([CH3:16])=[O:26])[CH3:25])[O:6][C:7]1=[O:8]. Reactants: C1CCOC1, CO, COC(=O)Cc1c(C)n(Cc2cc(C)nn2C)c2ncccc12, [Na+], [OH-]. The product is Cc1cc(Cn2c(C)c(CC(=O)O)c3cccnc32)n(C)n1. Reaction SMILES: [CH2:26]1[O:27][CH2:28][CH2:29][CH2:30]1.[CH3:31][OH:32].[CH3:3][O:4][C:5]([CH2:6][c:7]1[c:8]([CH3:24])[n:9]([CH2:16][c:17]2[n:18]([CH3:23])[n:19][c:20]([CH3:22])[cH:21]2)[c:10]2[n:11][cH:12][cH:13][cH:14][c:15]12)=[O:25].[Na+:2].[OH-:1]>>[O:4]=[C:5]([CH2:6][c:7]1[c:8]([CH3:24])[n:9]([CH2:16][c:17]2[n:18]([CH3:23])[n:19][c:20]([CH3:22])[cH:21]2)[c:10]2[n:11][cH:12][cH:13][cH:14][c:15]12)[OH:25]. Reactants: O=C([O-])O, CCOC(=O)N1c2ccc(OC)nc2C(Nc2ncc(C#N)cc2Cc2cc(C(F)(F)F)cc(C(F)(F)F)c2)CC1CC, CC(=O)Cl, CCOC(C)=O, CCO, [Na+]. Yields the product CCOC(=N)c1cnc(NC2CC(CC)N(C(=O)OCC)c3ccc(OC)nc32)c(Cc2cc(C(F)(F)F)cc(C(F)(F)F)c2)c1. As a reaction SMILES: [C:48](=[O:49])([O-:50])[OH:51].[CH2:1]([CH3:2])[O:3][C:4](=[O:5])[N:6]1[CH:7]([CH2:42][CH3:43])[CH2:8][CH:9]([NH:18][c:19]2[n:20][cH:21][c:22]([C:40]#[N:41])[cH:23][c:24]2[CH2:25][c:26]2[cH:27][c:28]([C:36]([F:37])([F:38])[F:39])[cH:29][c:30]([C:32]([F:33])([F:34])[F:35])[cH:31]2)[c:10]2[n:11][c:12]([O:16][CH3:17])[cH:13][cH:14][c:15]21.[CH3:44][C:45]([Cl:46])=[O:47].[CH3:53][CH2:54][O:55][C:56](=[O:57])[CH3:58].[CH3:59][CH2:60][OH:61].[Na+:52]>>[CH2:1]([CH3:2])[O:3][C:4](=[O:5])[N:6]1[CH:7]([CH2:42][CH3:43])[CH2:8][CH:9]([NH:18][c:19]2[n:20][cH:21][c:22]([C:40](=[NH:41])[O:47][CH2:45][CH3:44])[cH:23][c:24]2[CH2:25][c:26]2[cH:27][c:28]([C:36]([F:37])([F:38])[F:39])[cH:29][c:30]([C:32]([F:33])([F:34])[F:35])[cH:31]2)[c:10]2[n:11][c:12]([O:16][CH3:17])[cH:13][cH:14][c:15]21. Reactants: CCOC(=O)C (EtOAc), NC1=NC(=CC(=N1)C1=CC(=C(C#N)C=C1)F)Cl (4-(2-amino-6-chloro-4-pyrimidinyl)-2-fluorobenzonitrile), COC1=C(C=CC=C1)B(O)O ([2-(methyloxy)phenyl]boronic acid), C(=O)([O-])[O-].[Na+].[Na+] (Na2CO3). The reagents and catalysts are C=1C=CC(=CC1)[P](C=2C=CC=CC2)(C=3C=CC=CC3)[Pd]([P](C=4C=CC=CC4)(C=5C=CC=CC5)C=6C=CC=CC6)([P](C=7C=CC=CC7)(C=8C=CC=CC8)C=9C=CC=CC9)[P](C=1C=CC=CC1)(C=1C=CC=CC1)C=1C=CC=CC1 (Pd(PPh3)4). Solvent: O1CCOCC1 (1,4-dioxane). Reaction conditions: temperature 95 celsius, time 8 hour. Yields the product NC1=NC(=CC(=N1)C1=CC(=C(C#N)C=C1)F)C1=C(C=CC=C1)OC (4-{2-Amino-6-[2-(methyloxy)phenyl]-4-pyrimidinyl}-2-fluorobenzonitrile). Isolated yield 79.6%. Reaction SMILES: [NH2:1][C:2]1[N:7]=[C:6]([C:8]2[CH:15]=[CH:14][C:11]([C:12]#[N:13])=[C:10]([F:16])[CH:9]=2)[CH:5]=[C:4](Cl)[N:3]=1.[CH3:18][O:19][C:20]1[CH:25]=[CH:24][CH:23]=[CH:22][C:21]=1B(O)O.C([O-])([O-])=O.[Na+].[Na+].CCOC(C)=O>O1CCOCC1.C1C=CC([P]([Pd]([P](C2C=CC=CC=2)(C2C=CC=CC=2)C2C=CC=CC=2)([P](C2C=CC=CC=2)(C2C=CC=CC=2)C2C=CC=CC=2)[P](C2C=CC=CC=2)(C2C=CC=CC=2)C2C=CC=CC=2)(C2C=CC=CC=2)C2C=CC=CC=2)=CC=1>[NH2:1][C:2]1[N:7]=[C:6]([C:8]2[CH:15]=[CH:14][C:11]([C:12]#[N:13])=[C:10]([F:16])[CH:9]=2)[CH:5]=[C:4]([C:21]2[CH:22]=[CH:23][CH:24]=[CH:25][C:20]=2[O:19][CH3:18])[N:3]=1 |f:2.3.4,^1:50,52,71,90|. Procedure: A mixture of 4-(2-amino-6-chloro-4-pyrimidinyl)-2-fluorobenzonitrile (298 mg, 1.2 mmol), [2-(methyloxy)phenyl]boronic acid (273 mg, 1.8 mmol) and Na2CO3 (318 mg in 2 mL of water) in 1,4-dioxane (8 mL), was degassed with N2. Pd(PPh3)4 (69 mg, 0.06 mmol) was added, and the reaction mixture was stirred overnight at 95° C. The reaction was poured onto water and EtOAc. The organic layer was separated, and the aqueous layer was further extracted with EtOAc (2×). The combined organic layers were dried ...